From a dataset of the Open Reaction Database (ORD), a public repository of structured organic reaction records. describe an organic reaction: reactants, conditions, products, and yield The reactants are C([O-])([O-])=O.[K+].[K+] (potassium carbonate), ClC1=CC(N(C(N1)=O)C)=O (6-chloro-3-methylpyrimidine-2,4(1H,3H)-dione), COC1=CC=C(CCl)C=C1 (p-methoxybenzyl chloride), C([O-])([O-])=O.[K+].[K+] (potassium carbonate). The solvent is CN(C)C=O (DMF). Run at temperature 60 celsius. Product: ClC1=CC(N(C(N1CC1=CC=C(C=C1)OC)=O)C)=O (6-Chloro-1-(4-methoxybenzyl)-3-methylpyrimidine-2,4(1H,3H)-dione). As a reaction SMILES: [Cl:1][C:2]1[NH:7][C:6](=[O:8])[N:5]([CH3:9])[C:4](=[O:10])[CH:3]=1.[CH3:11][O:12][C:13]1[CH:20]=[CH:19][C:16]([CH2:17]Cl)=[CH:15][CH:14]=1.C(=O)([O-])[O-].[K+].[K+]>CN(C=O)C>[Cl:1][C:2]1[N:7]([CH2:17][C:16]2[CH:19]=[CH:20][C:13]([O:12][CH3:11])=[CH:14][CH:15]=2)[C:6](=[O:8])[N:5]([CH3:9])[C:4](=[O:10])[CH:3]=1 |f:2.3.4|. Reported procedure: A mixture of 6-chloro-3-methylpyrimidine-2,4(1H,3H)-dione (16.2 g, 101 mmol), p-methoxybenzyl chloride (16.5 mL, 122 mmol) and potassium carbonate (7.0 g, 50.7 mmol) in anhydrous DMF (200 mL) is heated at 60° C. for 3 hours. Additional potassium carbonate (3.0 g, 21.7 mmol) is added, and the reaction mixture heated at 60° C. for another 3 hours. After hot filtration, the filtrate is evaporated to dryness under reduced pressure. The obtained oil is directly used for the synthesis in the next step... Reactants: [BH4-], CO, ClCCl, CC(C)(C)c1nc2c(n1Cc1ccc(Cl)cc1)C(=O)CC2, [Na+]. The product is CC(C)(C)c1nc2c(n1Cc1ccc(Cl)cc1)C(O)CC2. As a reaction SMILES: [BH4-:1].[CH3:27][OH:28].[Cl:24][CH2:25][Cl:26].[Cl:3][c:4]1[cH:5][cH:6][c:7]([CH2:10][n:11]2[c:12]([C:20]([CH3:21])([CH3:22])[CH3:23])[n:13][c:14]3[c:15]2[C:16](=[O:19])[CH2:17][CH2:18]3)[cH:8][cH:9]1.[Na+:2]>>[Cl:3][c:4]1[cH:5][cH:6][c:7]([CH2:10][n:11]2[c:12]([C:20]([CH3:21])([CH3:22])[CH3:23])[n:13][c:14]3[c:15]2[CH:16]([OH:19])[CH2:17][CH2:18]3)[cH:8][cH:9]1. Reactants: FC1=C(C=CC(=C1)F)C(CN1N=CN=C1)(CC(C)OS(=O)(=O)C)O (2-(2,4-difluorophenyl)-4-(methanesulfonyloxy)-4-methyl-(1H-1,2,4-triazol-1-yl)-2-butanol), C(C=C)[Mg]Cl (allylmagnesium chloride). Yields the product FC1=C(C=CC(=C1)F)C1(OC(C1)C)CN1N=CN=C1 (2-(2,4-Difluorophenyl)-4-methyl-2-[(1H-1,2,4-triazol-1-yl)methyl]oxetane). RXN SMILES: [F:1][C:2]1[CH:7]=[C:6]([F:8])[CH:5]=[CH:4][C:3]=1[C:9]([OH:24])([CH2:16][CH:17](OS(C)(=O)=O)[CH3:18])[CH2:10][N:11]1[CH:15]=[N:14][CH:13]=[N:12]1.C([Mg]Cl)C=C>>[F:1][C:2]1[CH:7]=[C:6]([F:8])[CH:5]=[CH:4][C:3]=1[C:9]1([CH2:10][N:11]2[CH:15]=[N:14][CH:13]=[N:12]2)[CH2:16][CH:17]([CH3:18])[O:24]1. Procedure details: Following a procedure similar to that described in Example 4, but using 590 mg of 2-(2,4-difluorophenyl)-4-(methanesulfonyloxy)-4-methyl-(1H-1,2,4-triazol-1-yl)-2-butanol (which was synthesized from allylmagnesium chloride in a similar manner to the procedure described in Japanese Patent Provisional Publication No. Sho 59-517 and Preparations 2, 3 and 4), one of the stereoisomers at the C4 position was obtained as the major product in the form of an oil.